From a dataset of the Open Reaction Database (ORD), a public repository of structured organic reaction records. describe an organic reaction: reactants, conditions, products, and yield Starting materials: CC(C(=O)N1C(=O)OCC1Cc1ccccc1)c1ccc(Br)cc1, C1CCOC1, [Li+], [Na+], [Na+], [OH-], OO, O=S([O-])[O-]. Product: CC(C(=O)O)c1ccc(Br)cc1. Reaction SMILES: [CH2:1]([CH:2]1[CH2:3][O:4][C:5](=[O:6])[N:7]1[C:14]([CH:15]([CH3:16])[c:17]1[cH:18][cH:19][c:20]([Br:23])[cH:21][cH:22]1)=[O:24])[c:8]1[cH:9][cH:10][cH:11][cH:12][cH:13]1.[CH2:35]1[O:36][CH2:37][CH2:38][CH2:39]1.[Li+:28].[Na+:33].[Na+:34].[OH-:27].[OH:25][OH:26].[S:29](=[O:30])([O-:31])[O-:32]>>[C:14]([CH:15]([CH3:16])[c:17]1[cH:18][cH:19][c:20]([Br:23])[cH:21][cH:22]1)([OH:24])=[O:30].